From a dataset of the Open Reaction Database (ORD), a public repository of structured organic reaction records. describe an organic reaction: reactants, conditions, products, and yield RXN SMILES: N[C:2]1[C:3]([CH3:11])=[CH:4][C:5]([C:9]#[N:10])=[N:6][C:7]=1[CH3:8].[BrH:12].BrBr.N([O-])=O.[Na+].[OH-].[Na+]>>[Br:12][C:2]1[C:3]([CH3:11])=[CH:4][C:5]([C:9]#[N:10])=[N:6][C:7]=1[CH3:8] |f:3.4,5.6|. Reactants: [OH-].[Na+] (sodium hydroxide), NC=1C(=CC(=NC1C)C#N)C (5-amino-4,6-dimethylpicolinonitrile), Br (hydrogen bromide), BrBr (Bromine), N(=O)[O-].[Na+] (sodium nitrite). Reported procedure: 5-amino-4,6-dimethylpicolinonitrile (390 mg) was added to aqueous hydrogen bromide (2.9 mL). Bromine (164 μl) and sodium nitrite (467 mg) were added to the solution at 0° C. The solution was warmed to room temperature and stirred for four hours. A 5 N aqueous sodium hydroxide solution was added to the reaction mixture, followed by separation with ethyl acetate. The organic layer was washed with brine and then dried using magnesium sulfate. The desiccant was removed by filtration, and the filtrat... Run at time 4 hour. The product is BrC=1C(=CC(=NC1C)C#N)C (5-bromo-4,6-dimethylpicolinonitrile). Reactants: O (water), [NH4+].[Cl-] (NH4Cl), C(C)(C)(C)N(O[Si](C)(C)C(C)(C)C)C1=CC(=C(C(=O)NC2=NC=CC=C2)C=C1)C (4-[N-(tert-butyl)-N-(tert-butyldimethylsilyloxy)amino]-N-pyridin-2-yl-methyl-benzamide), solution, [F-].C(CCC)[N+](CCCC)(CCCC)CCCC (tetrabutylammonium fluoride). The solvent is C(C)(=O)OCC (Ethyl acetate), C1CCOC1 (THF), C1CCOC1 (THF). Run at time 24 hour. The product is C(C)(C)(C)N(O)C1=CC(=C(C(=O)NC2=NC=CC=C2)C=C1)C (4-[N-(tert-butyl)-N-hydroxyamino]-N-pyridin-2-yl-methyl-benzamide). Isolated yield 59.9%. RXN SMILES: [C:1]([N:5]([C:14]1[CH:28]=[CH:27][C:17]([C:18]([NH:20][C:21]2[CH:26]=[CH:25][CH:24]=[CH:23][N:22]=2)=[O:19])=[C:16]([CH3:29])[CH:15]=1)[O:6][Si](C(C)(C)C)(C)C)([CH3:4])([CH3:3])[CH3:2].[F-].C([N+](CCCC)(CCCC)CCCC)CCC.O.[NH4+].[Cl-]>C1COCC1.C(OCC)(=O)C>[C:1]([N:5]([C:14]1[CH:28]=[CH:27][C:17]([C:18]([NH:20][C:21]2[CH:26]=[CH:25][CH:24]=[CH:23][N:22]=2)=[O:19])=[C:16]([CH3:29])[CH:15]=1)[OH:6])([CH3:4])([CH3:3])[CH3:2] |f:1.2,4.5|. Procedure details: To a solution of 0.06 g (0.145 mmol) of compound 7 in THF (1 mL) was added 0.73 mL (0.73 mmol) of 1 M solution of tetrabutylammonium fluoride in THF at room temperature, and the solution was stirred for 24 hours. After completion of the reaction, 2 mL of water was added to quench the reaction. Ethyl acetate and sat'd NH4Cl solution were added to the mixture. The organic layer was separated, dried over anhydrous MgSO4, filtered and concentrated under reduced pressure. The residue was purified by ... Starting materials: Cl.C1(=CC=CC=C1)N(C(=O)C1=CC2=C(N(C(=N2)COC2=CC=C(C=C2)C(N)=N)C)C=C1)CCC(=O)OCC (1-methyl-2-[(4-amidinophenyl)oxymethyl]benzimidazol-5-yl-carboxylic acid-N-phenyl-N-(2-ethoxycarbonylethyl)amide hydrochloride), [OH-].[Na+] (sodium hydroxide), C26H25N5O4. Run in ClCCl.C(C)O (dichloromethane ethanol). Yields the product Cl.C1(=CC=CC=C1)N(C(=O)C1=CC2=C(N(C(=N2)COC2=CC=C(C=C2)C(N)=N)C)C=C1)CCC(=O)O (1-Methyl-2-[(4-amidinophenyl)oxymethyl]benzimidazol-5-yl-carboxylic acid-N-phenyl-N-(2-hydroxycarbonylethyl)amide hydrochloride). Isolated yield 82.0%. Reaction SMILES: [ClH:1].[C:2]1([N:8]([CH2:32][CH2:33][C:34]([O:36]CC)=[O:35])[C:9]([C:11]2[CH:31]=[CH:30][C:14]3[N:15]([CH3:29])[C:16]([CH2:18][O:19][C:20]4[CH:25]=[CH:24][C:23]([C:26](=[NH:28])[NH2:27])=[CH:22][CH:21]=4)=[N:17][C:13]=3[CH:12]=2)=[O:10])[CH:7]=[CH:6][CH:5]=[CH:4][CH:3]=1.[OH-].[Na+]>ClCCl.C(O)C>[ClH:1].[C:2]1([N:8]([CH2:32][CH2:33][C:34]([OH:36])=[O:35])[C:9]([C:11]2[CH:31]=[CH:30][C:14]3[N:15]([CH3:29])[C:16]([CH2:18][O:19][C:20]4[CH:25]=[CH:24][C:23]([C:26](=[NH:27])[NH2:28])=[CH:22][CH:21]=4)=[N:17][C:13]=3[CH:12]=2)=[O:10])[CH:3]=[CH:4][CH:5]=[CH:6][CH:7]=1 |f:0.1,2.3,4.5,6.7|. Reported procedure: Prepared analogously to Example 26 from 1-methyl-2-[(4-amidinophenyl)oxymethyl]benzimidazol-5-yl-carboxylic acid-N-phenyl-N-(2-ethoxycarbonylethyl)amide hydrochloride and sodium hydroxide solution. Yield: 82% of theory, C26H25N5O4 (471.5); Rf value: 0.11 (silica gel; dichloromethane/ethanol=4:1); EKA mass spectrum: (M+H)+=472; (M+H+Na)++=247.6; (M+Na)+=494; (M+2Na)++=258.6. Starting materials: C=CC(=O)OCC, CCO, CC(C)(C)OC(=O)N1CCC(C2CCNCC2)CC1. The product is CCOC(=O)CCN1CCC(C2CCNCC2)CC1. RXN SMILES: [C:1]([CH:2]=[CH2:3])(=[O:4])[O:5][CH2:6][CH3:7].[CH3:27][CH2:28][OH:29].[N:8]1([C:20]([O:21][C:22]([CH3:23])([CH3:24])[CH3:25])=[O:26])[CH2:9][CH2:10][CH:11]([CH:14]2[CH2:15][CH2:16][NH:17][CH2:18][CH2:19]2)[CH2:12][CH2:13]1>>[C:1]([CH2:2][CH2:3][N:8]1[CH2:9][CH2:10][CH:11]([CH:14]2[CH2:15][CH2:16][NH:17][CH2:18][CH2:19]2)[CH2:12][CH2:13]1)(=[O:4])[O:5][CH2:6][CH3:7]. The reactants are CCCC[N+](CCCC)(CCCC)CCCC, CO, [Cl-], [Na+], [OH-], OO, Cc1ccc(CC(C#N)c2ccccc2)cc1. Yields the product Cc1ccc(CC(C(N)=O)c2ccccc2)cc1. Reaction SMILES: [CH2:23]([N+:24]([CH2:25][CH2:26][CH2:27][CH3:28])([CH2:29][CH2:30][CH2:31][CH3:32])[CH2:33][CH2:34][CH2:35][CH3:36])[CH2:37][CH2:38][CH3:39].[CH3:40][OH:41].[Cl-:22].[Na+:19].[OH-:18].[OH:20][OH:21].[c:1]1([CH:7]([C:8]#[N:9])[CH2:10][c:11]2[cH:12][cH:13][c:14]([CH3:17])[cH:15][cH:16]2)[cH:2][cH:3][cH:4][cH:5][cH:6]1>>[c:1]1([CH:7]([C:8]([NH2:9])=[O:18])[CH2:10][c:11]2[cH:12][cH:13][c:14]([CH3:17])[cH:15][cH:16]2)[cH:2][cH:3][cH:4][cH:5][cH:6]1. Starting materials: C#CCO, ClC(Cl)Cl, CCN(C(C)C)C(C)C, [Cu]I, Fc1ccc(I)c(F)c1, C1CCOC1, O=C(C=Cc1ccccc1)C=Cc1ccccc1, O=C(C=Cc1ccccc1)C=Cc1ccccc1, O=C(C=Cc1ccccc1)C=Cc1ccccc1, [Pd], [Pd], c1ccc(P(c2ccccc2)c2ccccc2)cc1. The product is OCC#Cc1ccc(F)cc1F. As a reaction SMILES: [CH2:29]([C:30]#[CH:31])[OH:32].[CH:100]([Cl:101])([Cl:102])[Cl:103].[CH:33]([N:34]([CH:35]([CH3:36])[CH3:37])[CH2:38][CH3:39])([CH3:40])[CH3:41].[Cu:42][I:43].[F:1][c:2]1[c:3]([I:9])[cH:4][cH:5][c:6]([F:8])[cH:7]1.[O:104]1[CH2:105][CH2:106][CH2:107][CH2:108]1.[O:46]=[C:47]([CH:48]=[CH:49][c:50]1[cH:51][cH:52][cH:53][cH:54][cH:55]1)[CH:56]=[CH:57][c:58]1[cH:59][cH:60][cH:61][cH:62][cH:63]1.[O:64]=[C:65]([CH:66]=[CH:67][c:68]1[cH:69][cH:70][cH:71][cH:72][cH:73]1)[CH:74]=[CH:75][c:76]1[cH:77][cH:78][cH:79][cH:80][cH:81]1.[O:82]=[C:83]([CH:84]=[CH:85][c:86]1[cH:87][cH:88][cH:89][cH:90][cH:91]1)[CH:92]=[CH:93][c:94]1[cH:95][cH:96][cH:97][cH:98][cH:99]1.[Pd:44].[Pd:45].[c:10]1([P:11]([c:12]2[cH:13][cH:14][cH:15][cH:16][cH:17]2)[c:18]2[cH:19][cH:20][cH:21][cH:22][cH:23]2)[cH:24][cH:25][cH:26][cH:27][cH:28]1>>[F:1][c:2]1[c:3]([C:31]#[C:30][CH2:29][OH:32])[cH:4][cH:5][c:6]([F:8])[cH:7]1. Reactants: CO, ClCc1ccccc1, [Na+], [OH-], O, O=c1cc(CO)occ1O. The product is O=c1cc(CO)occ1OCc1ccccc1. As a reaction SMILES: [CH3:21][OH:22].[Cl:13][CH2:14][c:15]1[cH:16][cH:17][cH:18][cH:19][cH:20]1.[Na+:12].[OH-:11].[OH2:23].[OH:1][CH2:2][c:3]1[cH:4][c:5](=[O:6])[c:7]([OH:8])[cH:9][o:10]1>>[OH:1][CH2:2][c:3]1[cH:4][c:5](=[O:6])[c:7]([O:8][CH2:14][c:15]2[cH:16][cH:17][cH:18][cH:19][cH:20]2)[cH:9][o:10]1. The reactants are CC1=NC=2C(=NC=C(C2)C=2C=C3C(=NC=NC3=CC2)N2CCC(C3=CC=CC=C23)=O)N1COCC[Si](C)(C)C (1-{6-[2-methyl-3-(2-trimethylsilanylethoxymethyl)-3H-imidazo[4,5-b]-pyridin-6-yl]quinazolin-4-yl}-2,3-dihydro-1H-quinolin-4-one), FC(C(=O)O)(F)F (trifluoroacetic acid). Solvent: ClCCl (dichloromethane). Yields the product CC1=NC=2C(=NC=C(C2)C=2C=C3C(=NC=NC3=CC2)N2CCC(C3=CC=CC=C23)=O)N1 (1-[6-(2-methyl-3H-imidazo[4,5-b]pyridin-6-yl)-quinazolin-4-yl]-2,3-dihydro-1H-quinolin-4-one). The yield is 21.1%. As a reaction SMILES: [CH3:1][C:2]1[N:31](COCC[Si](C)(C)C)[C:5]2=[N:6][CH:7]=[C:8]([C:10]3[CH:11]=[C:12]4[C:17](=[CH:18][CH:19]=3)[N:16]=[CH:15][N:14]=[C:13]4[N:20]3[C:29]4[C:24](=[CH:25][CH:26]=[CH:27][CH:28]=4)[C:23](=[O:30])[CH2:22][CH2:21]3)[CH:9]=[C:4]2[N:3]=1.FC(F)(F)C(O)=O>ClCCl>[CH3:1][C:2]1[NH:31][C:5]2=[N:6][CH:7]=[C:8]([C:10]3[CH:11]=[C:12]4[C:17](=[CH:18][CH:19]=3)[N:16]=[CH:15][N:14]=[C:13]4[N:20]3[C:29]4[C:24](=[CH:25][CH:26]=[CH:27][CH:28]=4)[C:23](=[O:30])[CH2:22][CH2:21]3)[CH:9]=[C:4]2[N:3]=1. Procedure details: 0.25 g of 1-{6-[2-methyl-3-(2-trimethylsilanylethoxymethyl)-3H-imidazo[4,5-b]-pyridin-6-yl]quinazolin-4-yl}-2,3-dihydro-1H-quinolin-4-one and 255 μl of trifluoroacetic acid in 2 ml of dichloromethane are stirred at 25° C. in a flask until the reaction is complete (HPLC check, about 72 hours). The cooled reaction solution is evaporated to dryness in a rotary evaporator. The residue is purified by means of preparative HPLC (gradient water:acetonitrile 1-50% in 16 min.), giving 0.04 g of 1-[6-(2-me...